Dataset: the Open Reaction Database (ORD), a public repository of structured organic reaction records. Task: describe an organic reaction: reactants, conditions, products, and yield The reactants are SbCl3, C1=CC=CC=2SC3=CC=CC=C3SC12 (thianthrene), ClCl (Chlorine). Run in ClC1=CC=C(C=C1)C (para-chlorotoluene), ClC1=CC=C(C=C1)C (monochlorotoluene). Reaction conditions: time 4 hour. The product is ClC1=CC=CC=2SC3=CC=CC=C3SC12 (chlorothianthrene). RXN SMILES: [CH:1]1[C:14]2[S:13][C:12]3[C:7](=[CH:8][CH:9]=[CH:10][CH:11]=3)[S:6][C:5]=2[CH:4]=[CH:3][CH:2]=1.[Cl:15]Cl>ClC1C=CC(C)=CC=1>[Cl:15][C:11]1[C:12]2[S:13][C:14]3[C:5](=[CH:4][CH:3]=[CH:2][CH:1]=3)[S:6][C:7]=2[CH:8]=[CH:9][CH:10]=1. Procedure details: Twenty parts of thianthrene dissolved in 142 parts of monochlorotoluene (a commercial mixture of about 50 percent ortho- and 50 percent para-chlorotoluene) were charged to a batch type stirred tank reactor together with 0.2 part of SbCl3. Chlorine was fed to the reaction mixture at about 0.35 parts/min. for a 4 hour period. The mixture was then cooled and 14.5 parts of chlorothianthrene were obtained which had 68.03 percent 2,3,7,8 -tetrachlorothianthrene. Part of this sample was recrystallized ... Starting materials: CC(=O)[O-], c1n[nH]cc1C1CC1, CCc1nc2c(F)ccc(OCC(=O)OC)c2c(OC(F)F)c1Cc1ccc(B(O)O)cc1, O, c1ccncc1. Product: CCc1nc2c(F)ccc(OCC(=O)OC)c2c(OC(F)F)c1Cc1ccc(-n2cc(C3CC3)cn2)cc1. RXN SMILES: [CH3:42][C:43](=[O:44])[O-:45].[CH:34]1([c:37]2[cH:38][n:39][nH:40][cH:41]2)[CH2:35][CH2:36]1.[F:1][CH:2]([O:3][c:4]1[c:5]([CH2:23][c:24]2[cH:25][cH:26][c:27]([B:30]([OH:31])[OH:32])[cH:28][cH:29]2)[c:6]([CH2:21][CH3:22])[n:7][c:8]2[c:9]([F:20])[cH:10][cH:11][c:12]([O:14][CH2:15][C:16](=[O:17])[O:18][CH3:19])[c:13]12)[F:33].[OH2:52].[cH:46]1[cH:47][cH:48][n:49][cH:50][cH:51]1>>[F:1][CH:2]([O:3][c:4]1[c:5]([CH2:23][c:24]2[cH:25][cH:26][c:27](-[n:39]3[cH:38][c:37]([CH:34]4[CH2:35][CH2:36]4)[cH:41][n:40]3)[cH:28][cH:29]2)[c:6]([CH2:21][CH3:22])[n:7][c:8]2[c:9]([F:20])[cH:10][cH:11][c:12]([O:14][CH2:15][C:16](=[O:17])[O:18][CH3:19])[c:13]12)[F:33]. Reactants: C1CCOC1, CC(C)(C)[O-], CC#N, O=CO, [K+], CC1CN(Cc2ccc(COc3cccc4c3CN(C(CCC(N)=O)C(=O)OC(C)(C)C)C4=O)cc2)CC(C)O1, CN(C)C=O, O. Yields the product CC1CN(Cc2ccc(COc3cccc4c3CN(C3CCC(=O)NC3=O)C4=O)cc2)CC(C)O1. Reaction SMILES: [CH2:50]1[O:51][CH2:52][CH2:53][CH2:54]1.[CH3:41][C:42]([CH3:43])([O-:44])[CH3:45].[CH3:55][C:56]#[N:57].[CH:47]([OH:48])=[O:49].[K+:46].[NH2:1][C:2]([CH2:3][CH2:4][CH:5]([C:6]([O:8][C:7]([CH3:9])([CH3:10])[CH3:11])=[O:12])[N:13]1[C:14](=[O:39])[c:15]2[cH:16][cH:17][cH:18][c:19]([O:22][CH2:23][c:24]3[cH:25][cH:26][c:27]([CH2:30][N:31]4[CH2:32][CH:33]([CH3:38])[O:34][CH:35]([CH3:37])[CH2:36]4)[cH:28][cH:29]3)[c:20]2[CH2:21]1)=[O:40].[O:59]=[CH:60][N:61]([CH3:62])[CH3:63].[OH2:58]>>[NH:1]1[C:2](=[O:40])[CH2:3][CH2:4][CH:5]([N:13]2[C:14](=[O:39])[c:15]3[cH:16][cH:17][cH:18][c:19]([O:22][CH2:23][c:24]4[cH:25][cH:26][c:27]([CH2:30][N:31]5[CH2:32][CH:33]([CH3:38])[O:34][CH:35]([CH3:37])[CH2:36]5)[cH:28][cH:29]4)[c:20]3[CH2:21]2)[C:6]1=[O:8]. Starting materials: intermediate, NCCN(N)C(NC1=C(C=C(C=C1)Cl)C(C1=CC=CC=C1)=O)=S (1-(2-aminoethyl)-N-(2-benzoyl-4-chlorophenyl)-hydrazinecarbothioamide), C(C)(=O)O (acetic acid). The solvent is C(Cl)Cl (methylenechloride). Yields the product ClC=1C=CC2=C(C(=NN3C(N2)=NCC3)C3=CC=CC=C3)C1 (8-chloro-2,3-dihydro-6-phenyl-11H-imidazo(2,1-b) (1,3,4) benzotriazepine). RXN SMILES: [NH2:1][CH2:2][CH2:3][N:4]([C:6](=S)[NH:7][C:8]1[CH:13]=[CH:12][C:11]([Cl:14])=[CH:10][C:9]=1[C:15](=O)[C:16]1[CH:21]=[CH:20][CH:19]=[CH:18][CH:17]=1)[NH2:5].C(O)(=O)C>C(Cl)Cl>[Cl:14][C:11]1[CH:12]=[CH:13][C:8]2[NH:7][C:6]3=[N:1][CH2:2][CH2:3][N:4]3[N:5]=[C:15]([C:16]3[CH:21]=[CH:20][CH:19]=[CH:18][CH:17]=3)[C:9]=2[CH:10]=1. Reported procedure: A mixture containing 10.0 grams of the intermediate 1-(2-aminoethyl)-N-(2-benzoyl-4-chlorophenyl)-hydrazinecarbothioamide (Example 14) and 200 ml of glacial acetic acid was refluxed for 30 minutes with stirring. The acetic acid was removed in vacuo to leave a yellow oil. The residue was dissolved in methylenechloride, washed with separate rinses of 10% sodium hydroxide and water, and dried with magnesium sulfate. The solvent was evaporated to leave the 8-chloro-2,3-dihydro-6-phenyl-11H-imidazo(2... Starting materials: CC(C)C(NC(=O)OC(C)(C)C)C(=O)c1nnc(C(C)(C)C)o1, CCOC(C)=O, CCOC(C)=O, Cl. The product is CC(C)C(N)C(=O)c1nnc(C(C)(C)C)o1, Cl. Reaction SMILES: [C:1]([CH3:2])([CH3:3])([CH3:4])[c:5]1[o:6][c:7]([C:10](=[O:11])[CH:12]([CH:13]([CH3:14])[CH3:15])[NH:16][C:17](=[O:18])[O:19][C:20]([CH3:21])([CH3:22])[CH3:23])[n:8][n:9]1.[C:24]([O:25][CH2:26][CH3:27])(=[O:28])[CH3:29].[CH3:31][CH2:32][O:33][C:34](=[O:35])[CH3:36].[ClH:30]>>[C:1]([CH3:2])([CH3:3])([CH3:4])[c:5]1[o:6][c:7]([C:10](=[O:11])[CH:12]([CH:13]([CH3:14])[CH3:15])[NH2:16])[n:8][n:9]1.[ClH:30].